This data is from the Open Reaction Database (ORD), a public repository of structured organic reaction records. The task is: describe an organic reaction: reactants, conditions, products, and yield Starting materials: S(O)(O)(=O)=O (sulfuric acid), NCC(=O)[O-].[Na+] (sodium glycinate), Solution 1. Product: NCC(=O)O.S(=O)(=O)([O-])[O-].[Na+].[Na+] (Glycine Sodium Sulfate). Reaction SMILES: [S:1](=[O:5])(=[O:4])([OH:3])[OH:2].[NH2:6][CH2:7][C:8]([O-:10])=[O:9].[Na+:11]>>[NH2:6][CH2:7][C:8]([OH:10])=[O:9].[S:1]([O-:5])([O-:4])(=[O:3])=[O:2].[Na+:11].[Na+:11] |f:1.2,3.4.5.6|. Reported procedure: An aqueous ammoniacal solution of glycinonitrile containing 2804 g (50 moles) of glycinonitrile is fed into an aqueous sodium hydroxide solution (20% sodium hydroxide) containing 2,040 g (51 moles) of sodium hydroxide at 50°-60° C. The resulting mixture is then boiled until free of ammonia. The resulting ammonia free sodium glycinate solution is cooled to 80° C, bleached with hydrogen peroxide (5 ml of 36% H2O2), treated with charcoal and filtered to remove color bodies, cooled to room temperatu...